describe an organic reaction: reactants, conditions, products, and yield From a dataset of the Open Reaction Database (ORD), a public repository of structured organic reaction records. Starting materials: BrC1=CC=C(C=C1)CCN (2-(4-bromophenyl)ethylamine), CC(C(=O)Cl)C (2-methylpropanoyl chloride). Yields the product BrC1=CC=C2CCN=C(C2=C1)C(C)C (7-bromo-1-isopropyl-3,4-dihydroisoquinoline). As a reaction SMILES: [Br:1][C:2]1[CH:7]=[CH:6][C:5]([CH2:8][CH2:9][NH2:10])=[CH:4][CH:3]=1.[CH3:11][CH:12]([CH3:16])[C:13](Cl)=O>>[Br:1][C:2]1[CH:7]=[C:6]2[C:5]([CH2:8][CH2:9][N:10]=[C:11]2[CH:12]([CH3:16])[CH3:13])=[CH:4][CH:3]=1. Procedure: The desired product was prepared from 2-(4-bromophenyl)ethylamine and 2-methylpropanoyl chloride according to the procedure described in J. Org. Chem. 1991, 56, 6034. The reactants are solid, Cl.Cl.Cl.O1CCC=2C(=NC=CC21)N2CCN(CC2)CC[C@@H]2CC[C@H](CC2)N (trans-4-{2-[4-(2,3-dihydrofuro[3,2-c]pyridin-4-yl)-piperazin-1-yl]-ethyl}-cyclohexanamine trihydrochloride), Cl.Cl.Cl.O1CCC=2C(=NC=CC21)N2CCN(CC2)CC[C@@H]2CC[C@H](CC2)N (trans-4-{2-[4-(2,3-dihydrofuro[3,2-c]pyridin-4-yl)-piperazin-1-yl]-ethyl}-cyclohexanamine trihydrochloride), N1(CCCCC1)C1=CC=C(C(=O)O)C=C1 (4-piperidin-1-yl-benzoic acid). Yields the product O1CCC=2C(=NC=CC21)N2CCN(CC2)CC[C@@H]2CC[C@H](CC2)NC(C2=CC=C(C=C2)N2CCCCC2)=O (trans-N-(4-{2-[4-(2,3-Dihydro-furo[3,2-c]pyridin-4-yl)-piperazin-1-yl]-ethyl}-cyclohexyl)-4-piperidin-1-yl-benzamide). Reaction SMILES: Cl.Cl.Cl.[O:4]1[C:12]2[CH:11]=[CH:10][N:9]=[C:8]([N:13]3[CH2:18][CH2:17][N:16]([CH2:19][CH2:20][C@H:21]4[CH2:26][CH2:25][C@H:24]([NH2:27])[CH2:23][CH2:22]4)[CH2:15][CH2:14]3)[C:7]=2[CH2:6][CH2:5]1.[N:28]1([C:34]2[CH:42]=[CH:41][C:37]([C:38](O)=[O:39])=[CH:36][CH:35]=2)[CH2:33][CH2:32][CH2:31][CH2:30][CH2:29]1>>[O:4]1[C:12]2[CH:11]=[CH:10][N:9]=[C:8]([N:13]3[CH2:18][CH2:17][N:16]([CH2:19][CH2:20][C@H:21]4[CH2:26][CH2:25][C@H:24]([NH:27][C:38](=[O:39])[C:37]5[CH:41]=[CH:42][C:34]([N:28]6[CH2:33][CH2:32][CH2:31][CH2:30][CH2:29]6)=[CH:35][CH:36]=5)[CH2:23][CH2:22]4)[CH2:15][CH2:14]3)[C:7]=2[CH2:6][CH2:5]1 |f:0.1.2.3|. Reported procedure: The title compound, off-white solid (100 mg, 77%), MS (ISP) m/z=518.5 [(M+H)+], mp 214.5° C., was prepared in accordance with the general method of example 32 from trans-4-{2-[4-(2,3-dihydrofuro[3,2-c]pyridin-4-yl)-piperazin-1-yl]-ethyl}-cyclohexanamine trihydrochloride (intermediate C) (110 mg, 0.25 mmol) and 4-piperidin-1-yl-benzoic acid. Starting materials: FC1=C(C=CC(=C1)N1C[C@H](CC1)N1[C@H](CCC1)C)N (2-Fluoro-4-((2S,3′S)-2-methyl-[1,3′]bipyrrolidinyl-1′-yl)-phenylamine), [BH-](OC(=O)C)(OC(=O)C)OC(=O)C.[Na+] (NaBH(OAc)3), COC(=O)C1(CCOCC1)CCC=O (4-(3-Oxo-propyl)tetrahydro-pyran-4-carboxylic acid methyl ester), C(C)(=O)O (acetic acid). The solvent is ClCCCl (1,2-dichloroethane), ClCCCl (1,2-dichloroethane). Conditions: time 15 hour. Yields the product COC(=O)C1(CCOCC1)CCCNC1=C(C=C(C=C1)N1C[C@H](CC1)N1[C@H](CCC1)C)F (4-{3-[2-Fluoro-4-((2S,3′S)-2-methyl-[1,3′]bipyrrolidinyl-1′-yl)-phenylamino]-propyl}-tetrahydro-pyran-4-carboxylic acid methyl ester). As a reaction SMILES: [CH3:1][O:2][C:3]([C:5]1([CH2:11][CH2:12][CH:13]=O)[CH2:10][CH2:9][O:8][CH2:7][CH2:6]1)=[O:4].[F:15][C:16]1[CH:21]=[C:20]([N:22]2[CH2:26][CH2:25][C@H:24]([N:27]3[CH2:31][CH2:30][CH2:29][C@@H:28]3[CH3:32])[CH2:23]2)[CH:19]=[CH:18][C:17]=1[NH2:33].C(O)(=O)C.[BH-](OC(C)=O)(OC(C)=O)OC(C)=O.[Na+]>ClCCCl>[CH3:1][O:2][C:3]([C:5]1([CH2:11][CH2:12][CH2:13][NH:33][C:17]2[CH:18]=[CH:19][C:20]([N:22]3[CH2:26][CH2:25][C@H:24]([N:27]4[CH2:31][CH2:30][CH2:29][C@@H:28]4[CH3:32])[CH2:23]3)=[CH:21][C:16]=2[F:15])[CH2:6][CH2:7][O:8][CH2:9][CH2:10]1)=[O:4] |f:3.4|. Procedure: 4-(3-Oxo-propyl)tetrahydro-pyran-4-carboxylic acid methyl ester (135 mg, 0.515 mmol, 1 eq) was dissolved in 2.4 mL of 1,2-dichloroethane. To this was added 2-Fluoro-4-((2S,3′S)-2-methyl-[1,3′]bipyrrolidinyl-1′-yl)-phenylamine (103 mg, 0.515 mmol, 1 eq) in 6.2 mL of 1,2-dichloroethane. To the combined mixture was added glacial acetic acid (96 mg, 1.6 mmol, 3.1 eq) followed by NaBH(OAc)3 (330 mg, 1.55 mmol, 3 eq). The reaction mixture was stirred at rt for 15 h. The reaction mixture was quenched w... Starting materials: FC1=C(C=CC(=C1)F)[C@]1(OC1)[C@H](C)O ((1S)-1-[(2R)-2-(2,4-difluorophenyl)-2-oxiranyl]ethanol), FC(OC1=CC=C(C=C1)N1N=NNC1=O)(F)F (1-(4-trifluoromethoxyphenyl)-5(1H,4H)-tetrazolone). Product: FC1=C(C=CC(=C1)F)[C@]1([C@@H](C)N2N=NN(C2=O)C2=CC=C(C=C2)OC(F)(F)F)CO1 (1-[(1R,2S)-2-(2,4-difluorophenyl)-2,3-epoxy-1-methylpropyl]-4-(4-trifluoromethoxyphenyl)-5(1H,4H)-tetrazolone). Yield: 66.5%. RXN SMILES: [F:1][C:2]1[CH:7]=[C:6]([F:8])[CH:5]=[CH:4][C:3]=1[C@:9]1([C@@H:12](O)[CH3:13])[CH2:11][O:10]1.[F:15][C:16]([F:31])([F:30])[O:17][C:18]1[CH:23]=[CH:22][C:21]([N:24]2[C:28](=[O:29])[NH:27][N:26]=[N:25]2)=[CH:20][CH:19]=1>>[F:1][C:2]1[CH:7]=[C:6]([F:8])[CH:5]=[CH:4][C:3]=1[C@:9]1([O:10][CH2:11]1)[C@H:12]([N:27]1[C:28](=[O:29])[N:24]([C:21]2[CH:20]=[CH:19][C:18]([O:17][C:16]([F:15])([F:31])[F:30])=[CH:23][CH:22]=2)[N:25]=[N:26]1)[CH3:13]. Procedure: In the same manner as in Reference Example 5, starting from 1.54 g of (1S)-1-[(2R)-2-(2,4-difluorophenyl)-2-oxiranyl]ethanol and 1.52 g of 1-(4-trifluoromethoxyphenyl)-5(1H,4H)-tetrazolone, 1.76 g of 1-[(1R,2S)-2-(2,4-difluorophenyl)-2,3-epoxy-1-methylpropyl]-4-(4-trifluoromethoxyphenyl)-5(1H,4H)-tetrazolone was obtained as a colorless oil. Reactants: CC(Cl)c1cccnc1, OC(C=N9)=CN=C9N%10C=CN=C%10. The reagents and catalysts are O=C([O-])[O-].[Cs+].[Cs+] (cesium carbonate), [I-].[K+] (potassium iodide). Run in CN(C)C=O (DMF), CN(C)C=O (dmf), CN(C)C=O (DMF). Reaction conditions: temperature 70 celsius, time 16 hour. Yields the product CC(C%13=CC=CN=C%13)OC(C=N%14)=CN=C%14N%15C=CN=C%15.